From a dataset of the Open Reaction Database (ORD), a public repository of structured organic reaction records. describe an organic reaction: reactants, conditions, products, and yield Starting materials: ON=C(NC1=CC(=CC=C1)C(F)(F)F)C1=NON=C1NCCOC (N′-Hydroxy-4-[(2-methoxyethyl)amino]-N-[3-(trifluoromethyl)phenyl]-1,2,5-oxadiazole-3-carboximidamide), C(=O)(N1C=NC=C1)N1C=NC=C1 (1,1′-carbonyldiimidazole), C(=O)(N1C=NC=C1)N1C=NC=C1 (1,1′-carbonyldiimidazole). Run in C(C)(=O)OCC (Ethyl acetate), C(C)(=O)OCC (ethyl acetate). Reaction conditions: temperature 70 celsius, time 50 minute. Yields the product COCCNC=1C(=NON1)C1=NOC(N1C1=CC(=CC=C1)C(F)(F)F)=O (3-{4-[(2-Methoxyethyl)amino]-1,2,5-oxadiazol-3-yl}-4-[3-(trifluoromethyl)phenyl]-1,2,4-oxadiazol-5(4H)-one). Isolated yield 92.1%. Reaction SMILES: [OH:1][N:2]=[C:3]([C:15]1[C:19]([NH:20][CH2:21][CH2:22][O:23][CH3:24])=[N:18][O:17][N:16]=1)[NH:4][C:5]1[CH:10]=[CH:9][CH:8]=[C:7]([C:11]([F:14])([F:13])[F:12])[CH:6]=1.[C:25](N1C=CN=C1)(N1C=CN=C1)=[O:26]>C(OCC)(=O)C>[CH3:24][O:23][CH2:22][CH2:21][NH:20][C:19]1[C:15]([C:3]2[N:4]([C:5]3[CH:10]=[CH:9][CH:8]=[C:7]([C:11]([F:13])([F:14])[F:12])[CH:6]=3)[C:25](=[O:26])[O:1][N:2]=2)=[N:16][O:17][N:18]=1. Procedure details: N′-Hydroxy-4-[(2-methoxyethyl)amino]-N-[3-(trifluoromethyl)phenyl]-1,2,5-oxadiazole-3-carboximidamide (1.4 g, 3.80 mmol) and 1,1′-carbonyldiimidazole (1.16 g, 7.16 mmol) were dissolved in ethyl acetate (20 mL). The reaction mixture was heated at 70° C. for 40 minutes. Additional 1,1′-carbonyldiimidazole (0.26 g, 1.16 mmol) was added. After stirring at 70° C. for another 50 minutes, the reaction was allowed to cool to room temperature. Ethyl acetate (20 mL) was added and the crude reaction was wa... RXN SMILES: [CH3:1][O:2][C:3]([CH2:4][C:5]1([CH2:22][CH3:23])[O:6][CH2:7][CH2:8][c:9]2[c:10]1[nH:11][c:12]1[c:13]([CH2:19][CH2:20][OH:21])[c:14]([F:18])[cH:15][cH:16][c:17]21)=[O:24].[Cl:30][CH2:31][Cl:32].[Na+:29].[O-:25][C:26]([OH:27])=[O:28]>>[CH3:1][O:2][C:3]([CH2:4][C:5]1([CH2:22][CH3:23])[O:6][CH2:7][CH2:8][c:9]2[c:10]1[nH:11][c:12]1[c:13]([CH2:19][CH:20]=[O:21])[c:14]([F:18])[cH:15][cH:16][c:17]21)=[O:24]. The reactants are CCC1(CC(=O)OC)OCCc2c1[nH]c1c(CCO)c(F)ccc21, ClCCl, [Na+], O=C([O-])O. Product: CCC1(CC(=O)OC)OCCc2c1[nH]c1c(CC=O)c(F)ccc21. Starting materials: C1C[N+](CCO1)=S(F)F.F[B-](F)(F)F, C1[C@H]([C@H]2[C@@H]([C@@]1(COC(=O)C)O)OC(O2)(C)C)N1C(c2c(C1=O)cccc2)=O. The reagents and catalysts are c1ccc(cc1)-c2c3ccccc3cc4ccccc24 (9-Phenylanthracene). The solvent is C1CCOC1 (THF). Reaction conditions: temperature 25 celsius, time 18 hour. Yields the product CC(=O)OC[C@@]1(F)C[C@H]([C@@H]2OC(C)(C)O[C@H]12)N3C(=O)c4ccccc4C3=O. Reaction SMILES: [CH3:1][C:2]([O:4][CH2:5][C@:6]1([C@H:15]([C@@H:9]2[C@H:8]([N:16]3[C:25](=[O:26])[c:24]([c:19]4[C:17]3=[O:18])[cH:23][cH:22][cH:21][cH:20]4)[CH2:7]1)[O:14][C:11]([CH3:13])([CH3:12])[O:10]2)O)=[O:3].[F:27]S(F)=[N+]1CCOCC1.F[B-](F)(F)F>>[CH3:1][C:2]([O:4][CH2:5][C@@:6]1([C@H:15]([C@@H:9]2[C@H:8]([N:16]3[C:25](=[O:26])[c:24]([c:19]4[C:17]3=[O:18])[cH:23][cH:22][cH:21][cH:20]4)[CH2:7]1)[O:14][C:11]([CH3:13])([CH3:12])[O:10]2)[F:27])=[O:3]. The reactants are FC1=CC=C(C=C)C=C1 (4-Fluorostyrene), C([O-])([O-])=O.[K+].[K+] (potassium carbonate), CN(C)C=O (DMF), IC1=CC(=NC=C1)OCC1=CC=C(C=C1)OC (4-iodo-2-(4-methoxybenzyloxy)pyridine). Reagents/catalysts: Cl[Pd]([P](C1=CC=CC=C1)(C2=CC=CC=C2)C3=CC=CC=C3)([P](C4=CC=CC=C4)(C5=CC=CC=C5)C6=CC=CC=C6)Cl (dichlorobis(triphenylphosphine)palladium). Solvent: [Cl-].[Na+].O (brine). Run at temperature 100 celsius, time 19 hour. Yields the product FC1=CC=C(C=C1)/C=C/C1=CC(=NC=C1)OCC1=CC=C(C=C1)OC (4-[(E)-2-(4-fluorophenyl)vinyl]-2-(4-methoxybenzyloxy)-pyridine). Yield: 61.0%. Reaction SMILES: [F:1][C:2]1[CH:9]=[CH:8][C:5]([CH:6]=[CH2:7])=[CH:4][CH:3]=1.C(=O)([O-])[O-].[K+].[K+].CN(C=O)C.I[C:22]1[CH:27]=[CH:26][N:25]=[C:24]([O:28][CH2:29][C:30]2[CH:35]=[CH:34][C:33]([O:36][CH3:37])=[CH:32][CH:31]=2)[CH:23]=1>[Cl-].[Na+].O.Cl[Pd](Cl)([P](C1C=CC=CC=1)(C1C=CC=CC=1)C1C=CC=CC=1)[P](C1C=CC=CC=1)(C1C=CC=CC=1)C1C=CC=CC=1>[F:1][C:2]1[CH:9]=[CH:8][C:5](/[CH:6]=[CH:7]/[C:22]2[CH:27]=[CH:26][N:25]=[C:24]([O:28][CH2:29][C:30]3[CH:31]=[CH:32][C:33]([O:36][CH3:37])=[CH:34][CH:35]=3)[CH:23]=2)=[CH:4][CH:3]=1 |f:1.2.3,6.7.8,^1:43,62|. Procedure details: 4-Fluorostyrene (3.0 mL), dichlorobis(triphenylphosphine)palladium (870 mg) and potassium carbonate (5.2 g) were added to DMF (70 mL) solution of 4-iodo-2-(4-methoxybenzyloxy)pyridine (4.25 g) and stirred at 100° C. for 19 hours. Saturated brine was added to the reaction liquid, followed by extraction with ethyl acetate and drying over anhydrous magnesium sulfate. Concentrating the solvent under reduced pressure, the resulting residue was purified on silica gel column chromatography (C-200; ethy... Starting materials: C1=C(C(=CC2=CC=CC=C12)N)N (2,3-naphthalenediamine), C(C(=O)O)(=O)O (oxalic acid). Solvent: Cl (HCl). Product: N1C(C(NC=2C=C3C(=CC12)C=CC=C3)=O)=O (1,4-Dihydrobenzo[g]quinoxaline-2,3-dione). Isolated yield 99.3%. As a reaction SMILES: [CH:1]1[C:10]2[C:5](=[CH:6][CH:7]=[CH:8][CH:9]=2)[CH:4]=[C:3]([NH2:11])[C:2]=1[NH2:12].[C:13](O)(=[O:17])[C:14](O)=[O:15]>Cl>[NH:12]1[C:2]2[CH:1]=[C:10]3[CH:9]=[CH:8][CH:7]=[CH:6][C:5]3=[CH:4][C:3]=2[NH:11][C:14](=[O:15])[C:13]1=[O:17]. Reported procedure: A mixture of 603 mg (3.81 mmol) of 2,3-naphthalenediamine and 382 mg (4.24 mmol) of oxalic acid in 5 mL of 2N HCl was refluxed for 3 h and cooled to room temperature. The mixture was filtered, washed with water, and dried to leave a brown solid 803 mg (99%); mp>250° C.; 1H NMR (DMSO-d6), 7.382 (dd, 2, J=3.16, 6.17), 7.525 (s, 2), 7.815 (dd, 2, J=3.22, 6.18), 12.088 (s, 2). Starting materials: C(C)(=O)N1CC(CCC1)C1=CC(=C(C=C1)OC)OC (N-acetyl-3-(3',4'-dimethoxyphenyl)-piperidine), [H-].[Al+3].[Li+].[H-].[H-].[H-] (lithium aluminum hydride), O (water), C(C)(=O)OCC (ethyl acetate). Run in O1CCCC1 (tetrahydrofuran). Conditions: temperature 5 celsius. Product: C(C)N1CC(CCC1)C1=CC(=C(C=C1)OC)OC (N-ethyl-3-(3',4'-dimethoxyphenyl)-piperidine). The yield is 93.2%. RXN SMILES: [C:1]([N:4]1[CH2:9][CH2:8][CH2:7][CH:6]([C:10]2[CH:15]=[CH:14][C:13]([O:16][CH3:17])=[C:12]([O:18][CH3:19])[CH:11]=2)[CH2:5]1)(=O)[CH3:2].[H-].[Al+3].[Li+].[H-].[H-].[H-].C(OCC)(=O)C.O>O1CCCC1>[CH2:1]([N:4]1[CH2:9][CH2:8][CH2:7][CH:6]([C:10]2[CH:15]=[CH:14][C:13]([O:16][CH3:17])=[C:12]([O:18][CH3:19])[CH:11]=2)[CH2:5]1)[CH3:2] |f:1.2.3.4.5.6|. Procedure: A solution of 680 mg of N-acetyl-3-(3',4'-dimethoxyphenyl)-piperidine in 10 ml of tetrahydrofouran was slowly added with stirring at 20° C to 200 mg of lithium aluminum hydride in 10 ml of tetrahydrofuran and the mixture was stirred for an hour and then cooled to 5° C. 10 ml of ethyl acetate were slowly added thereto and the mixture was poured into water and filtered. The aqueous phase was recovered by decanting and was extracted again with ethyl acetate. The combined organic phases were washed ... The reactants are C(C)(C)(C)OC(C(CNC(=O)C=1N=C(C2=CC(=CC=C2C1O)OC1CCCCC1)C#N)(C)C)=O (3-[(1-cyano-7-cyclohexyloxy-4-hydroxy-isoquinoline-3-carbonyl)-amino]-2,2-dimethyl-propionic acid tert-butyl ester). Run in C(=O)(C(F)(F)F)O.C(Cl)Cl (TFA CH2Cl2). Conditions: time 3 hour. Product: C(#N)C1=NC(=C(C2=CC=C(C=C12)OC1CCCCC1)O)C(=O)NCC(C(=O)O)(C)C (3-[(1-Cyano-7-cyclohexyloxy-4-hydroxy-isoquinoline-3-carbonyl)-amino]-2,2-dimethyl-propionic acid). Isolated yield 16.9%. As a reaction SMILES: C([O:5][C:6](=[O:34])[C:7]([CH3:33])([CH3:32])[CH2:8][NH:9][C:10]([C:12]1[N:13]=[C:14]([C:30]#[N:31])[C:15]2[C:20]([C:21]=1[OH:22])=[CH:19][CH:18]=[C:17]([O:23][CH:24]1[CH2:29][CH2:28][CH2:27][CH2:26][CH2:25]1)[CH:16]=2)=[O:11])(C)(C)C>C(O)(C(F)(F)F)=O.C(Cl)Cl>[C:30]([C:14]1[C:15]2[C:20](=[CH:19][CH:18]=[C:17]([O:23][CH:24]3[CH2:25][CH2:26][CH2:27][CH2:28][CH2:29]3)[CH:16]=2)[C:21]([OH:22])=[C:12]([C:10]([NH:9][CH2:8][C:7]([CH3:33])([CH3:32])[C:6]([OH:34])=[O:5])=[O:11])[N:13]=1)#[N:31] |f:1.2|. Reported procedure: A mixture of 3-[(1-cyano-7-cyclohexyloxy-4-hydroxy-isoquinoline-3-carbonyl)-amino]-2,2-dimethyl-propionic acid tert-butyl ester (55 mg, 0.118 mmol) in (½) TFA/CH2Cl2 (3 mL) was stirred at room temperature for 3 h and concentrated. Residue was taken up with 30 mL of water and the resultant suspension was basified by 1 N NaOH to pH=9-10. The clear solution was then acidified by 1 N HCl to pH=3-4. Precipitate was collected and dried. Crude product was triturated with MeOH (3 mL). Solid was collecte...